This data is from the Open Reaction Database (ORD), a public repository of structured organic reaction records. The task is: describe an organic reaction: reactants, conditions, products, and yield Starting materials: CC(C)Oc1nc(N)c2nc(Br)n(C3CCCCO3)c2n1, C[O-], CO, [Na+]. The product is COc1nc2c(N)nc(OC(C)C)nc2n1C1CCCCO1. RXN SMILES: [Br:1][c:2]1[n:3]([CH:16]2[O:17][CH2:18][CH2:19][CH2:20][CH2:21]2)[c:4]2[n:5][c:6]([O:12][CH:13]([CH3:14])[CH3:15])[n:7][c:8]([NH2:11])[c:9]2[n:10]1.[CH3:22][O-:23].[CH3:25][OH:26].[Na+:24]>>[c:2]1([O:23][CH3:22])[n:3]([CH:16]2[O:17][CH2:18][CH2:19][CH2:20][CH2:21]2)[c:4]2[n:5][c:6]([O:12][CH:13]([CH3:14])[CH3:15])[n:7][c:8]([NH2:11])[c:9]2[n:10]1. Reactants: [OH-].[K+] (KOH), ClC1=C2NC(N(C2=NC(=N1)N1C=NC2=C1C=C(C=C2)F)[C@@H]2CC[C@H](CC2)O)=O (6-chloro-2-(6-fluoro-1H-benzo[d]imidazol-1-yl)-9-(trans-4-hydroxycyclohexyl)-7H-purin-8(9H)-one). The reagents and catalysts are C=1C=CC(=CC1)/C=C/C(=O)/C=C/C2=CC=CC=C2.C=1C=CC(=CC1)/C=C/C(=O)/C=C/C2=CC=CC=C2.C=1C=CC(=CC1)/C=C/C(=O)/C=C/C2=CC=CC=C2.[Pd].[Pd] (Pd2 dba3). Solvent: O1CCOCC1 (1,4-dioxane). Run at temperature 100 celsius, time 3 minute. The product is FC=1C=CC2=C(N(C=N2)C2=NC(=C3NC(N(C3=N2)[C@@H]2CC[C@H](CC2)O)=O)O)C1 (2-(6-fluoro-1H-benzo[d]imidazol-1-yl)-6-hydroxy-9-(trans-4-hydroxycyclohexyl)-7H-purin-8(9H)-one). As a reaction SMILES: [OH-:1].[K+].Cl[C:4]1[N:12]=[C:11]([N:13]2[C:17]3[CH:18]=[C:19]([F:22])[CH:20]=[CH:21][C:16]=3[N:15]=[CH:14]2)[N:10]=[C:9]2[C:5]=1[NH:6][C:7](=[O:30])[N:8]2[C@H:23]1[CH2:28][CH2:27][C@H:26]([OH:29])[CH2:25][CH2:24]1>C1C=CC(/C=C/C(/C=C/C2C=CC=CC=2)=O)=CC=1.C1C=CC(/C=C/C(/C=C/C2C=CC=CC=2)=O)=CC=1.C1C=CC(/C=C/C(/C=C/C2C=CC=CC=2)=O)=CC=1.[Pd].[Pd].O1CCOCC1>[F:22][C:19]1[CH:20]=[CH:21][C:16]2[N:15]=[CH:14][N:13]([C:11]3[N:10]=[C:9]4[C:5]([NH:6][C:7](=[O:30])[N:8]4[C@H:23]4[CH2:28][CH2:27][C@H:26]([OH:29])[CH2:25][CH2:24]4)=[C:4]([OH:1])[N:12]=3)[C:17]=2[CH:18]=1 |f:0.1,3.4.5.6.7|. Reported procedure: An oven dried vial containing a stirbar was charged with Pd2 dba3 (2 mg, 0.002 mmol, 0.02 equiv.), 2-di-t-butylphosphino-2′,4′,6′-tri-isopropyl-1,1′-diphenyl (Strem, 3.5 mg, 0.008 mmol, 0.08 equiv.), KOH (17 mg, 0.3 mmol, 3 equiv.) and 6-chloro-2-(6-fluoro-1H-benzo[d]imidazol-1-yl)-9-(trans-4-hydroxycyclohexyl)-7H-purin-8(9H)-one (40 mg, 0.1 mmol, 1 equiv.), followed by 1,4-dioxane (0.3 mL) and degassed water (0.3 mL). A stream of argon was passed through the reaction mixture for 3 min; the vial... Starting materials: O=C(Cl)c1ccc(Br)cc1, CCOCC, Cc1cn(C2CC(O)C(CN)O2)c(=O)[nH]c1=O, [Na+], [OH-]. The product is Cc1cn(C2CC(O)C(CNC(=O)c3ccc(Br)cc3)O2)c(=O)[nH]c1=O. Reaction SMILES: [Br:1][c:2]1[cH:3][cH:4][c:5]([C:6](=[O:7])[Cl:8])[cH:9][cH:10]1.[CH3:28][CH2:29][O:30][CH2:31][CH3:32].[NH2:11][CH2:12][CH:13]1[CH:14]([OH:27])[CH2:15][CH:16]([n:18]2[c:19](=[O:20])[nH:21][c:22](=[O:23])[c:24]([CH3:25])[cH:26]2)[O:17]1.[Na+:34].[OH-:33]>>[Br:1][c:2]1[cH:3][cH:4][c:5]([C:6](=[O:7])[NH:11][CH2:12][CH:13]2[CH:14]([OH:27])[CH2:15][CH:16]([n:18]3[c:19](=[O:20])[nH:21][c:22](=[O:23])[c:24]([CH3:25])[cH:26]3)[O:17]2)[cH:9][cH:10]1. Reactants: COc1cccc(Br)c1, CN(C)CC1CC(CCC2CCCC2)CCC1=O, Cl. Yields the product COc1cccc(C2(O)CCC(CCC3CCCC3)CC2CN(C)C)c1, Cl. Reaction SMILES: [Br:20][c:21]1[cH:22][c:23]([O:27][CH3:28])[cH:24][cH:25][cH:26]1.[CH:2]1([CH2:7][CH2:8][CH:9]2[CH2:10][CH:11]([CH2:16][N:17]([CH3:18])[CH3:19])[C:12](=[O:15])[CH2:13][CH2:14]2)[CH2:3][CH2:4][CH2:5][CH2:6]1.[ClH:1]>>[CH:2]1([CH2:7][CH2:8][CH:9]2[CH2:10][CH:11]([CH2:16][N:17]([CH3:18])[CH3:19])[C:12]([OH:15])([c:21]3[cH:22][c:23]([O:27][CH3:28])[cH:24][cH:25][cH:26]3)[CH2:13][CH2:14]2)[CH2:3][CH2:4][CH2:5][CH2:6]1.[ClH:1]. Reactants: ClC(Cl)Cl, O=c1nc(-c2ccc(F)cc2)c2c([nH]1)CCC2, O=P(Cl)(Cl)Cl. Yields the product Fc1ccc(-c2nc(Cl)nc3c2CCC3)cc1. Reaction SMILES: [CH:23]([Cl:24])([Cl:25])[Cl:26].[F:1][c:2]1[cH:3][cH:4][c:5](-[c:8]2[n:9][c:10](=[O:17])[nH:11][c:12]3[c:13]2[CH2:14][CH2:15][CH2:16]3)[cH:6][cH:7]1.[P:18]([Cl:19])([Cl:20])([Cl:21])=[O:22]>>[F:1][c:2]1[cH:3][cH:4][c:5](-[c:8]2[n:9][c:10]([Cl:20])[n:11][c:12]3[c:13]2[CH2:14][CH2:15][CH2:16]3)[cH:6][cH:7]1. Reactants: ClC=1C2=C(C3=C(OCCO3)C1)C1(C(N(C3=CC=CC=C13)C(C1=CC=CC=C1)C1=CC=CC=C1)=O)CO2 (6-chloro-1′-(diphenylmethyl)-2,3-dihydrospiro[furo[3,2-f][1,4]benzodioxine-9,3′-indol]-2′(1′H)-one), [H][H] (hydrogen), C(C)(=O)OCC (ethyl acetate), steel. Reagents/catalysts: [Pd] (palladium on carbon). The solvent is CO (methanol). Conditions: temperature 60 celsius, time 16 hour. Product: N1C(C2(C3=CC=CC=C13)COC1=C2C2=C(OCCO2)C=C1)=O (2,3-dihydrospiro[furo[3,2-f][1,4]benzodioxine-9,3′-indol]-2′(1′H)-one). Isolated yield 41.7%. Reaction SMILES: Cl[C:2]1[C:3]2[O:36][CH2:35][C:12]3([C:20]4[C:15](=[CH:16][CH:17]=[CH:18][CH:19]=4)[N:14](C(C4C=CC=CC=4)C4C=CC=CC=4)[C:13]3=[O:34])[C:4]=2[C:5]2[O:10][CH2:9][CH2:8][O:7][C:6]=2[CH:11]=1.C(OCC)(=O)C.[H][H]>CO.[Pd]>[NH:14]1[C:15]2[C:20](=[CH:19][CH:18]=[CH:17][CH:16]=2)[C:12]2([C:4]3[C:5]4[O:10][CH2:9][CH2:8][O:7][C:6]=4[CH:11]=[CH:2][C:3]=3[O:36][CH2:35]2)[C:13]1=[O:34]. Reported procedure: 6-chloro-1′-(diphenylmethyl)-2,3-dihydrospiro[furo[3,2-f][1,4]benzodioxine-9,3′-indol]-2′(1′H)-one (2.1 g, 4.24 mmol) was suspended in methanol (20 mL) and ethyl acetate (80 mL) in a steel bomb and palladium on carbon (20% w/w, 0.45 g) was added. The bomb was pressurized with hydrogen gas (120 psi) and the mixture was stirred at 60° C. for 16 h. The reaction mixture was allowed to cool to ambient temperature and filtered through a pad of diatomaceous earth. The filtrate was concentrated in vacuo... The reactants are C(C)OC(=O)C1CC2=C(NC=3C=CC(=CC23)OC)C1 (1,2,3,4-Tetrahydro-7-methoxycyclopent[b]indol-2-carboxylic acid ethyl ester). The solvent is C(CC)N (n-propyl amine). Conditions: temperature 100 celsius, time 26 hour. Yields the product COC1=CC=2C3=C(NC2C=C1)CC(C3)C(=O)NCCC (1,2,3,4-Tetrahydro-7-methoxy-N-propylcyclopent[b]indole-2-carboxylic acid amide). Yield: 246.1%. Reaction SMILES: C(O[C:4]([CH:6]1[CH2:19][C:9]2[NH:10][C:11]3[CH:12]=[CH:13][C:14]([O:17][CH3:18])=[CH:15][C:16]=3[C:8]=2[CH2:7]1)=[O:5])C>C(N)CC>[CH3:18][O:17][C:14]1[CH:13]=[CH:12][C:11]2[NH:10][C:9]3[CH2:19][CH:6]([C:4]([NH:10][CH2:9][CH2:8][CH3:7])=[O:5])[CH2:7][C:8]=3[C:16]=2[CH:15]=1. Procedure: 1,2,3,4-Tetrahydro-7-methoxycyclopent[b]indol-2-carboxylic acid ethyl ester (9.5 g, 0.037 mole) was added to n-propyl amine (30 ml) in a sealed tube and heated to 100° C. with stirring for 26 hours. The mixture was then concentrated to yield a brown oil (12.4 g), which was eluted with 10% ethyl acetate in CH2Cl2 and then with 50% ethyl acetate in CH2Cl2 on a silica gel column via HPLC. The desired fractions were concentrated to yield the product as a tan solid 6.5 g, mp 141°-143° C. A portion of... Starting materials: BrC1=C(C=C(C=C1OC)C=1OC=CC1)OC (2-(4-bromo-3,5-dimethoxyphenyl)furan), CON(C(C(C=1C=NC(=CC1)OC)OC)=O)C (N,2-dimethoxy-2-(6-methoxypyridin-3-yl)-N-methylacetamide). Product: BrC1=C(C=C(C=C1OC)C1=CC=C(O1)C(C(C=1C=NC(=CC1)OC)OC)=O)OC (1-(5-(4-Bromo-3,5-dimethoxyphenyl)furan-2-yl)-2-methoxy-2-(6-methoxypyridin-3-yl)ethanone), product. Isolated yield 28.0%. As a reaction SMILES: [Br:1][C:2]1[C:7]([O:8][CH3:9])=[CH:6][C:5]([C:10]2[O:11][CH:12]=[CH:13][CH:14]=2)=[CH:4][C:3]=1[O:15][CH3:16].CON(C)[C:20](=[O:32])[CH:21]([O:30][CH3:31])[C:22]1[CH:23]=[N:24][C:25]([O:28][CH3:29])=[CH:26][CH:27]=1>>[Br:1][C:2]1[C:7]([O:8][CH3:9])=[CH:6][C:5]([C:10]2[O:11][C:12]([C:20](=[O:32])[CH:21]([O:30][CH3:31])[C:22]3[CH:23]=[N:24][C:25]([O:28][CH3:29])=[CH:26][CH:27]=3)=[CH:13][CH:14]=2)=[CH:4][C:3]=1[O:15][CH3:16]. Procedure details: 1-(5-(4-Bromo-3,5-dimethoxyphenyl)furan-2-yl)-2-methoxy-2-(6-methoxypyridin-3-yl)ethanone was prepared from 2-(4-bromo-3,5-dimethoxyphenyl)furan and N,2-dimethoxy-2-(6-methoxypyridin-3-yl)-N-methylacetamide according to the procedure used in Example 30. Purification by chromatography (50% EtOAc/hexanes) gave the product as a pale yellow solid (0.092 g, 28% yield). MS: m/z 462.2 [M+H]+.